describe an organic reaction: reactants, conditions, products, and yield From a dataset of the Open Reaction Database (ORD), a public repository of structured organic reaction records. Reactants: [OH-].[Na+] (NaOH), C(C)(C)(C)OC(=O)N1CC(C1)CN (3-aminomethyl-azetidine-1-carboxylic acid tert-butyl ester), ClC1=C(C=O)C=CC(=C1)Cl (2,4-dichlorobenzaldehyde), C(C)(=O)O (acetic acid), C(C)(=O)O[BH-](OC(C)=O)OC(C)=O.[Na+] (sodium triacetoxy-borohydride). The solvent is ClCCCl (1,2-dichloroethane). Run at time 8 hour. The product is C(C)(C)(C)OC(=O)N1CC(C1)CNCC1=C(C=C(C=C1)Cl)Cl (3-[(2,4-dichlorobenzylamino)-methyl]-azetidine-1-carboxylic acid tert-butyl ester). Isolated yield 65.2%. RXN SMILES: [C:1]([O:5][C:6]([N:8]1[CH2:11][CH:10]([CH2:12][NH2:13])[CH2:9]1)=[O:7])([CH3:4])([CH3:3])[CH3:2].[Cl:14][C:15]1[CH:22]=[C:21]([Cl:23])[CH:20]=[CH:19][C:16]=1[CH:17]=O.C(O)(=O)C.C(O[BH-](OC(=O)C)OC(=O)C)(=O)C.[Na+].[OH-].[Na+]>ClCCCl>[C:1]([O:5][C:6]([N:8]1[CH2:11][CH:10]([CH2:12][NH:13][CH2:17][C:16]2[CH:19]=[CH:20][C:21]([Cl:23])=[CH:22][C:15]=2[Cl:14])[CH2:9]1)=[O:7])([CH3:4])([CH3:3])[CH3:2] |f:3.4,5.6|. Procedure details: To a solution of 3-aminomethyl-azetidine-1-carboxylic acid tert-butyl ester (300 mg, 1.6 mmol), 2,4-dichlorobenzaldehyde (281 mg, 1.61 mmol) and acetic acid (0.09 mL, 1.61 mmol) in 1,2-dichloroethane (16 mL) at 0° C. is added sodium triacetoxy-borohydride (476 mg, 2.25 mmol). The reaction is warmed to ambient temperature and stirred overnight under N2. The reaction mixture is poured on to 2N NaOH (20 mL) and extracted with ethyl acetate (3×). The combined organic extracts are washed with aqueous...